Task: describe an organic reaction: reactants, conditions, products, and yield. Dataset: the Open Reaction Database (ORD), a public repository of structured organic reaction records Starting materials: C(C)(=O)N1CCC(CC1)C(C1=CC=C(C=C1)OC)=O (1-Acetyl-4-(4-methoxybenzoyl)piperidine), [Cl-].[Cl-].[Cl-].[Al+3] (aluminum trichloride), C(C)(=O)N1CCC(C(=O)Cl)CC1 (N-acetylisonipecotoyl chloride), C1(=CC=CC=C1)OC (anisole). Solvent: C(=S)=S (CS2). The product is OCCCN1CCC(CC1)C(C1=CC=C(C=C1)OC)=O (1-(3-Hydroxypropyl)-4-(4-methoxybenzoyl)piperidine). Isolated yield 60.0%. As a reaction SMILES: [C:1]([N:4]1[CH2:9][CH2:8][CH:7]([C:10](=[O:19])[C:11]2[CH:16]=[CH:15][C:14]([O:17][CH3:18])=[CH:13][CH:12]=2)[CH2:6][CH2:5]1)(=O)[CH3:2].[Cl-].[Cl-].[Cl-].[Al+3].[C:24]1([O:30]C)C=CC=CC=1.C(N1CCC(C(Cl)=O)CC1)(=O)C>C(=S)=S>[OH:30][CH2:24][CH2:2][CH2:1][N:4]1[CH2:9][CH2:8][CH:7]([C:10](=[O:19])[C:11]2[CH:16]=[CH:15][C:14]([O:17][CH3:18])=[CH:13][CH:12]=2)[CH2:6][CH2:5]1 |f:1.2.3.4|. Procedure: 1-Acetyl-4-(4-methoxybenzoyl)piperidine. To a suspension of aluminum trichloride (3.40 g, 25.7 mmol) in CS2 (15 mL) were added anisole (1.90 mL, 17.6 mmol) and, portionwise, N-acetylisonipecotoyl chloride (2.40 g, 11.7 mmol). After the addition was complete, the mixture was refluxed for 1 h. The solvent was decanted and the red residue was dissolved in 5% HCl (50 mL) and was extracted with EtOAc (4×30 mL). The combined organic phase was dried and was concentrated under reduced pressure to afford... The reactants are S1C=C(C=C1)C1=CC=C(C=C1)C(CN)C (2-(4-(3-thienyl)phenyl)propylamine), CN(C(=O)Cl)C (N,N-dimethylcarbamoyl chloride). The product is CN(C(=O)NCC(C)C1=CC=C(C=C1)C1=CSC=C1)C (N,N-Dimethyl-N′-2-(4-(3-thienyl)phenyl)propyl Urea). Reaction SMILES: [S:1]1[CH:5]=[CH:4][C:3]([C:6]2[CH:11]=[CH:10][C:9]([CH:12]([CH3:15])[CH2:13][NH2:14])=[CH:8][CH:7]=2)=[CH:2]1.[CH3:16][N:17]([CH3:21])[C:18](Cl)=[O:19]>>[CH3:16][N:17]([CH3:21])[C:18]([NH:14][CH2:13][CH:12]([C:9]1[CH:10]=[CH:11][C:6]([C:3]2[CH:4]=[CH:5][S:1][CH:2]=2)=[CH:7][CH:8]=1)[CH3:15])=[O:19]. Procedure: The title compound was prepared 2-(4-(3-thienyl)phenyl)propylamine (see example 14) and N,N-dimethylcarbamoyl chloride in a manner analogous to the procedure described in example 14. The NMR spectrum was consistent with the proposed title structure. Reactants: Cc1cc(C)nc(N(C#N)CCN(C)C)c1, Cl, NC(N)=O, [Na+], [OH-]. The product is Cc1cc(C)nc(N(CCN(C)C)C(N)=O)c1. Reaction SMILES: [CH3:1][N:2]([CH2:3][CH2:4][N:5]([C:6]#[N:7])[c:8]1[n:9][c:10]([CH3:15])[cH:11][c:12]([CH3:14])[cH:13]1)[CH3:16].[ClH:23].[NH2:19][C:20]([NH2:21])=[O:22].[Na+:18].[OH-:17]>>[CH3:1][N:2]([CH2:3][CH2:4][N:5]([C:6]([NH2:7])=[O:22])[c:8]1[n:9][c:10]([CH3:15])[cH:11][c:12]([CH3:14])[cH:13]1)[CH3:16]. The reactants are Br (hydrobromic acid), C(#N)C1(CCN(CC1)C)C1=C(C=CC=C1)SC1=CC=CC=C1 (4-cyano-1-methyl-4-(2-phenylthiophenyl)-piperidine), Cl.C(#N)C1(CCN(CC1)C)C1=C(C=CC=C1)SC1=CC=CC=C1 (4-cyano-1-methyl-4-(2-phenylthiophenyl)piperidine hydrochloride), S(=O)(Cl)Cl (thionyl chloride). Solvent: C(C)O (ethyl alcohol). Reaction conditions: time 16 hour. Yields the product Br.C(C)C(=O)C1(CCN(CC1)C)C1=C(C=CC=C1)SC1=CC=CC=C1 (4-ethylcarbonyl-1-methyl-4-(2-phenylthiophenyl)piperidine hydrobromide). RXN SMILES: [C:1]([C:3]1([C:10]2[CH:15]=[CH:14][CH:13]=[CH:12][C:11]=2[S:16][C:17]2[CH:22]=[CH:21][CH:20]=[CH:19][CH:18]=2)[CH2:8][CH2:7][N:6]([CH3:9])[CH2:5][CH2:4]1)#N.Cl.C(C1(C2C=CC=CC=2S[C:40]2[CH:45]=CC=CC=2)CCN(C)CC1)#N.S(Cl)(Cl)=[O:47].[BrH:50]>C(O)C>[BrH:50].[CH2:45]([C:1]([C:3]1([C:10]2[CH:15]=[CH:14][CH:13]=[CH:12][C:11]=2[S:16][C:17]2[CH:22]=[CH:21][CH:20]=[CH:19][CH:18]=2)[CH2:8][CH2:7][N:6]([CH3:9])[CH2:5][CH2:4]1)=[O:47])[CH3:40] |f:1.2,6.7|. Reported procedure: A mixture of 4-cyano-1-methyl-4-(2-phenylthiophenyl)-piperidine, free base of Example 3, in 15 ml of 48% hydrobromic acid is stirred at reflux for 16 hours. Thereafter, the excess acid is removed under reduced pressure, leaving a solid to which is added 10 ml of freshly distilled thionyl chloride. A clear solution results as the mixture is warmed on a steam bath. The excess thionyl chloride is distilled off, leaving a residue which is dissolved in 50 ml of absolute ethyl alcohol. The alcoholic s... Reactants: N,N-dicyclohexylcarbodiimide, N[C@@H](C(C)C)C(=O)O (L-Valine), (α)BOC-L-Leucine monohydrate, N[C@@H](CC(C)C)C(=O)O.O (Leu.H2O). Run in C1(=CC=CC=C1)C (toluene), CN(C=O)C (dimethylformamide), C1(=CC=CC=C1)C (toluene). Run at time 8 hour. Yields the product N[C@@H](CC(C)C)C(=O)O (Leucine). RXN SMILES: N[C@H](C(O)=O)C(C)C.[NH2:9][C@H:10]([C:15]([OH:17])=[O:16])[CH2:11][CH:12]([CH3:14])[CH3:13].O>CN(C)C=O.C1(C)C=CC=CC=1>[NH2:9][C@H:10]([C:15]([OH:17])=[O:16])[CH2:11][CH:12]([CH3:14])[CH3:13] |f:1.2|. Reported procedure: To the deprotected L-Valine resin, with 5.08 meg of amine groups, was added the acylating solution, containing 10 mmols N (α)BOC-L-Leucine monohydrate (approximately 100% excess). This acylating solution was prepared by dissolving 2.5 g, 10 mmols BOC.Leu.H2O in 10 ml of M-1-hydroxybenzotrazole solution in dimethylformamide; to this was added toluene, 60 ml, and the resulting solution was cooled to 0°-5° C.; 5 ml 2 M N,N-dicyclohexylcarbodiimide solution in toluene was added. After washing the re...